Dataset: the Open Reaction Database (ORD), a public repository of structured organic reaction records. Task: describe an organic reaction: reactants, conditions, products, and yield Reactants: C(#N)[BH3-].[Na+] (sodium cyanoborohydride), C(C1=CC=CC=C1)=O (Benzaldehyde), NC1=CC=C(C=C1)C=1C(NC(NN1)=O)C (6-(4-aminophenyl)-5-methyl-4,5-dihydro-1,2,4-triazin-3(2H)-one), C(C)(=O)O (Acetic acid). Run in CO (methanol), CO (methanol). Run at time 1.5 hour. Product: C(C1=CC=CC=C1)NC1=CC=C(C=C1)C=1C(NC(NN1)=O)C (6-(4-benzylaminophenyl)-5-methyl-4,5-dihydro-1,2,4-triazin-3(2H)-one). The yield is 98.3%. RXN SMILES: [CH:1](=O)[C:2]1[CH:7]=[CH:6][CH:5]=[CH:4][CH:3]=1.[NH2:9][C:10]1[CH:15]=[CH:14][C:13]([C:16]2[CH:17]([CH3:23])[NH:18][C:19](=[O:22])[NH:20][N:21]=2)=[CH:12][CH:11]=1.C(O)(=O)C.C([BH3-])#N.[Na+]>CO>[CH2:1]([NH:9][C:10]1[CH:11]=[CH:12][C:13]([C:16]2[CH:17]([CH3:23])[NH:18][C:19](=[O:22])[NH:20][N:21]=2)=[CH:14][CH:15]=1)[C:2]1[CH:7]=[CH:6][CH:5]=[CH:4][CH:3]=1 |f:3.4|. Reported procedure: Benzaldehyde (0.25 g) was added to a solution of 6-(4-aminophenyl)-5-methyl-4,5-dihydro-1,2,4-triazin-3(2H)-one (0.48 g) in methanol (45 ml), and the mixture was stirred for 1.5 hours at room temperature. Acetic acid (0.13 ml) was added thereto and then a solution of sodium cyanoborohydride (0.1 g) in methanol (0.7 ml) was added dropwise with stirring. After adding, the reaction mixture was warmed at 50° C. for 2 hours under stirring and evaporated in vacuo. An aqueous solution of sodium bicarbo... The reactants are C(C)(=O)OCC1=NC(=CC=C1)Cl (2-acetoxymethyl-6-chloropyridine), C([O-])(O)=O.[Na+] (sodium bicarbonate), C([O-])(O)=O.[Na+] (sodium bicarbonate). Run in Cl (HCl). The product is ClC1=CC=CC(=N1)CO (6-chloro-2-hydroxymethylpyridine). As a reaction SMILES: C([O:4][CH2:5][C:6]1[CH:11]=[CH:10][CH:9]=[C:8]([Cl:12])[N:7]=1)(=O)C.C(=O)(O)[O-].[Na+]>Cl>[Cl:12][C:8]1[N:7]=[C:6]([CH2:5][OH:4])[CH:11]=[CH:10][CH:9]=1 |f:1.2|. Procedure details: A solution of 2-acetoxymethyl-6-chloropyridine (17.3 g; 93.3 mmol), prepared as in step 2, in 250 mL 10% aqueous HCl was heated at reflux for 1.5 hours. The reaction mixture was cooled to room temperature and poured into 300 mL saturated aqueous sodium bicarbonate. The solution was adjusted to pH 9 by the addition of solid sodium bicarbonate. The solution was extracted with ethyl acetate. The combined extracts were dried over magnesium sulfate and concentrated. The 6-chloro-2-hydroxymethylpyridi... The reactants are CC(=O)O, Clc1ccccc1CC1CCC2(CC1)OCCO2, O. The product is O=C1CCC(Cc2ccccc2Cl)CC1. RXN SMILES: [CH3:20][C:21](=[O:22])[OH:23].[Cl:1][c:2]1[c:3]([CH2:8][CH:9]2[CH2:10][CH2:11][C:12]3([O:13][CH2:16][CH2:15][O:14]3)[CH2:17][CH2:18]2)[cH:4][cH:5][cH:6][cH:7]1.[OH2:19]>>[Cl:1][c:2]1[c:3]([CH2:8][CH:9]2[CH2:10][CH2:11][C:12](=[O:13])[CH2:17][CH2:18]2)[cH:4][cH:5][cH:6][cH:7]1. Reactants: CS(C)=O, N#C[K], O, Cc1ccccc1S(=O)(=O)C1CN(C(c2ccccc2)c2ccccc2)C1. The product is N#CC1CN(C(c2ccccc2)c2ccccc2)C1. Reaction SMILES: [CH3:32][S:33]([CH3:34])=[O:35].[K:28][C:29]#[N:30].[OH2:31].[c:1]1([CH:7]([N:8]2[CH2:9][CH:10]([S:12]([c:13]3[c:14]([CH3:15])[cH:16][cH:17][cH:18][cH:19]3)(=[O:20])=[O:21])[CH2:11]2)[c:22]2[cH:23][cH:24][cH:25][cH:26][cH:27]2)[cH:2][cH:3][cH:4][cH:5][cH:6]1>>[c:1]1([CH:7]([N:8]2[CH2:9][CH:10]([C:29]#[N:30])[CH2:11]2)[c:22]2[cH:23][cH:24][cH:25][cH:26][cH:27]2)[cH:2][cH:3][cH:4][cH:5][cH:6]1. Reactants: C(#N)C=1C=CC2=C(C=C(O2)C(=O)NC2=CC=C(OCC(=O)OCC)C=C2)C1 (Ethyl 4-[(5-cyano-2-benzofuranyl)carbonylamino]phenoxyacetate), S (hydrogen sulfide). Run in N1=CC=CC=C1 (pyridine), C(C)N(CC)CC (triethylamine). Reaction conditions: time 16 hour. Product: C(N)(=S)C=1C=CC2=C(C=C(O2)C(=O)NC2=CC=C(OCC(=O)OCC)C=C2)C1 (ethyl 4-[(5-thiocarbamoyl-2-benzofuranyl)carbonylamino]phenoxyacetate). Reaction SMILES: [C:1]([C:3]1[CH:4]=[CH:5][C:6]2[O:10][C:9]([C:11]([NH:13][C:14]3[CH:26]=[CH:25][C:17]([O:18][CH2:19][C:20]([O:22][CH2:23][CH3:24])=[O:21])=[CH:16][CH:15]=3)=[O:12])=[CH:8][C:7]=2[CH:27]=1)#[N:2].[SH2:28]>N1C=CC=CC=1.C(N(CC)CC)C>[C:1]([C:3]1[CH:4]=[CH:5][C:6]2[O:10][C:9]([C:11]([NH:13][C:14]3[CH:26]=[CH:25][C:17]([O:18][CH2:19][C:20]([O:22][CH2:23][CH3:24])=[O:21])=[CH:16][CH:15]=3)=[O:12])=[CH:8][C:7]=2[CH:27]=1)(=[S:28])[NH2:2]. Procedure: Ethyl 4-[(5-cyano-2-benzofuranyl)carbonylamino]phenoxyacetate (1.49 g, 4.09 mmol) was dissolved in a mixed solvent of pyridine (50 ml) and triethylamine (5 ml). A hydrogen sulfide gas was blown in for 10 minutes at room temperature and the mixture was stirred for 16 hours. Low boiling matters were distilled away from the reaction mixture under reduced pressure to give ethyl 4-[(5-thiocarbamoyl-2-benzofuranyl)carbonylamino]phenoxyacetate as a yellow solid. Acetone (100 ml) and iodomethane (10 ml)... Starting materials: C(C)(C)(C)C=1C=C(C=C(C1)C(C)(C)C)C(=CC=CC(=CC(=O)O)C)C (7-(3,5-Di-t-butylphenyl)-3-methylocta-2,4,6-trienoic acid), Ar-H, Ar-H. Run in CO (MeOH). Yields the product C(C)(C)(C)C=1C=C(C=C(C1)C(C)(C)C)C(C/C=C/C(=C/C(=O)O)/C)C ((2E, 4E)-7-(3,5-Di-t-butylphenyl)-3-methylocta-2,4-dienoic acid). Reaction SMILES: [C:1]([C:5]1[CH:6]=[C:7]([C:15]([CH3:25])=[CH:16][CH:17]=[CH:18][C:19]([CH3:24])=[CH:20][C:21]([OH:23])=[O:22])[CH:8]=[C:9]([C:11]([CH3:14])([CH3:13])[CH3:12])[CH:10]=1)([CH3:4])([CH3:3])[CH3:2]>CO>[C:1]([C:5]1[CH:6]=[C:7]([CH:15]([CH3:25])[CH2:16]/[CH:17]=[CH:18]/[C:19](/[CH3:24])=[CH:20]/[C:21]([OH:23])=[O:22])[CH:8]=[C:9]([C:11]([CH3:12])([CH3:13])[CH3:14])[CH:10]=1)([CH3:4])([CH3:2])[CH3:3]. Procedure details: Compound 14 was prepared from 13 in a similar manner as described for compound 9: TLC (10% MeOH-90% CHCl3) Rf 0.5; mp 127°-128° C.; 1H-NMR (CDCl3) δ1.28 (d, J=8 Hz, 3H, CH3), 1.32 (s, 18H, 6(CH3)), 2.23, (s, 3H, CH3), 2.46 (m, 2H, CH2), 2.86 (m, 1H, CH), 5.69 (s, 1H, =CH), 6.10 (m, 2H, =CH), 7.01 (d, J=1 Hz, 2H, Ar-H), 7.26 (t, J=I Hz, 1H, Ar-H). The reactants are CC1=NC=CC(=C1)C(CC(C1=C(C=CC=C1)C)C=1C=C(C=CC1)C1=CC(=CC=C1)C(=O)O)=O (3′-[3-(2-methyl-pyridin-4-yl)-3-oxo-1-o-tolyl-propyl]-biphenyl-3-carboxylic acid), Cl.NO (hydroxylamine hydrochloride), C(=O)(O)[O-].[Na+] (NaHCO3). The product is ON=C(CC(C1=C(C=CC=C1)C)C=1C=C(C=CC1)C1=CC(=CC=C1)C(=O)O)C1=CC(=NC=C1)C (3′-[3-[Hydroxyimino]-3-(2-methyl-pyridin-4-yl)-1-o-tolyl-propyl]-biphenyl-3-carboxylic acid). As a reaction SMILES: [CH3:1][C:2]1[CH:7]=[C:6]([C:8](=O)[CH2:9][CH:10]([C:18]2[CH:19]=[C:20]([C:24]3[CH:29]=[CH:28][CH:27]=[C:26]([C:30]([OH:32])=[O:31])[CH:25]=3)[CH:21]=[CH:22][CH:23]=2)[C:11]2[CH:16]=[CH:15][CH:14]=[CH:13][C:12]=2[CH3:17])[CH:5]=[CH:4][N:3]=1.Cl.[NH2:35][OH:36].C([O-])(O)=O.[Na+]>>[OH:36][N:35]=[C:8]([C:6]1[CH:5]=[CH:4][N:3]=[C:2]([CH3:1])[CH:7]=1)[CH2:9][CH:10]([C:18]1[CH:19]=[C:20]([C:24]2[CH:29]=[CH:28][CH:27]=[C:26]([C:30]([OH:32])=[O:31])[CH:25]=2)[CH:21]=[CH:22][CH:23]=1)[C:11]1[CH:16]=[CH:15][CH:14]=[CH:13][C:12]=1[CH3:17] |f:1.2,3.4|. Procedure details: In analogy to example 74, step 7, from 3′-[3-(2-methyl-pyridin-4-yl)-3-oxo-1-o-tolyl-propyl]-biphenyl-3-carboxylic acid and hydroxylamine hydrochloride in the presence of NaHCO3 was prepared the title compound as a mixture of E and Z isomers (8.5:1) as an off-white solid, MS (ESI+): m/z=451.20 ([M+H]+). The reactants are C(CCC(=O)O)(=O)O (succinic acid), C=1C=CC(=CC1)[C@H]2C=3C=CC=CC3CCN2C(=O)O[C@H]4CN5CCC4CC5 (solifenacin), C(C)(C)O (isopropanol), C=1C=CC(=CC1)[C@H]2C=3C=CC=CC3CCN2C(=O)O[C@H]4CN5CCC4CC5 (solifenacin), C(C)(C)O (isopropanol), C(C)(C)O (isopropanol). Conditions: time 30 minute. The product is C(CCC(=O)O)(=O)O (succinic acid), C=1C=CC(=CC1)[C@H]2C=3C=CC=CC3CCN2C(=O)O[C@H]4CN5CCC4CC5.C(CC(=O)O)C(=O)O (solifenacin succinate). RXN SMILES: [CH:1]1[CH:2]=[CH:3][C:4]([C@@H:7]2[N:16]([C:17]([O:19][C@@H:20]3[CH:25]4[CH2:26][CH2:27][N:22]([CH2:23][CH2:24]4)[CH2:21]3)=[O:18])[CH2:15][CH2:14][C:13]3[CH:12]=[CH:11][CH:10]=[CH:9][C:8]2=3)=[CH:5][CH:6]=1.[C:28]([OH:35])(=[O:34])[CH2:29][CH2:30][C:31]([OH:33])=[O:32].C(O)(C)C>>[C:28]([OH:35])(=[O:34])[CH2:29][CH2:30][C:31]([OH:33])=[O:32].[CH:1]1[CH:6]=[CH:5][C:4]([C@@H:7]2[N:16]([C:17]([O:19][C@@H:20]3[CH:25]4[CH2:24][CH2:23][N:22]([CH2:27][CH2:26]4)[CH2:21]3)=[O:18])[CH2:15][CH2:14][C:13]3[CH:12]=[CH:11][CH:10]=[CH:9][C:8]2=3)=[CH:3][CH:2]=1.[CH2:29]([C:28]([OH:35])=[O:34])[CH2:30][C:31]([OH:33])=[O:32] |f:4.5|. Reported procedure: Crude oily solifenacin (35 g) obtained in Example 1 is dissolved in isopropanol (100 mL) at room temperature (20-24° C.). In a separate flask the solution of succinic acid (11.30 g, 95.55 mmol) in isopropanol (130 mL) is prepared at reflux for 5 min. The hot succinic acid solution is slowly added to the solifenacin solution in isopropanol. The resulting mixture is left to reach room temperature. At ca. 45° C. the mixture turned to be cloudy and white crystalline solid begins to precipitate. The ... The reactants are C(=O)(O)[O-].[Na+] (NaHCO3), Cl (HCl), TEA, C(=O)(OC(C)(C)C)N[C@@H]([C@H](O)C)C(=O)O (Boc-L-Threonine), C(C=CC)Cl (crotyl chloride). Reagents/catalysts: CN(C)C=1C=CN=CC1 (DMAP). Run in C(Cl)Cl (DCM). Conditions: time 10 hour. The product is C(\C=C\C)(=O)O[C@@H]([C@@H](C(=O)O)NC(=O)OC(C)(C)C)C ((2S,3R)-3-((E)-but-2-enoyloxy)-2-(tert-butoxycarbonylamino)butanoic acid). RXN SMILES: [C:1]([NH:8][C@H:9]([C:13]([OH:15])=[O:14])[C@@H:10]([CH3:12])[OH:11])([O:3][C:4]([CH3:7])([CH3:6])[CH3:5])=[O:2].[CH2:16](Cl)[CH:17]=[CH:18][CH3:19].C([O-])(O)=[O:22].[Na+].Cl>C(Cl)Cl.CN(C1C=CN=CC=1)C>[C:16]([O:11][C@H:10]([CH3:12])[C@H:9]([NH:8][C:1]([O:3][C:4]([CH3:6])([CH3:5])[CH3:7])=[O:2])[C:13]([OH:15])=[O:14])(=[O:22])/[CH:17]=[CH:18]/[CH3:19] |f:2.3|. Procedure details: To a solution of Boc-L-Threonine (0.44 g 2.0 mmol) in 10.0 ml of DCM was added crotyl chloride (0.32 g, 3.0 mmol) at RT followed by the addition of catalytic amount of DMAP and TEA (1.0 ml, 6 mmol). The reaction mixture was stirred for 10 h at RT. Aqueous NaHCO3 solution (10 mL) was added to quench the reaction. After 2 hours, 1N HCl aqueous solution was added slowly to PH˜3. The DCM layer was collected and the aqueous was extracted by DCM (2×10 mL). The organic layer was dried over Na2SO4, filt... Reactants: CO (methanol), O1CCOC=2C=NC(=CC21)CNC2CC(N(CC2)CCN2C(C=NC1=CC=C(C=C21)OC)=O)C(=O)OC (methyl 4-((2,3-dihydro(1,4)dioxino(2,3-c)pyridin-7-ylmethyl)amino)-1-(2-(7-methoxy-2-oxoquinoxalin-1(2H)-yl)ethyl)piperidine-2-carboxylate), [OH-].[Na+] (sodium hydroxide), [OH-].[Na+] (sodium hydroxide), Cl (hydrochloric acid). Solvent: C(C)OCC (diethyl ether), CCCCCC (hexane), C(C)OCC (diethyl ether), C(C)(=O)OCC (ethyl acetate), O (water). Run at time 10 minute. Product: O1CCOC=2C=NC(=CC21)CN2C1CCN(C(C2=O)C1)CCN1C(C=NC2=CC=C(C=C12)OC)=O (1-(2-(6-(2,3-dihydro(1,4)dioxino(2,3-c)pyridin-7-ylmethyl)-7-oxo-2,6-diazabicyclo(3.2.1)oct-2-yl)ethyl)-7-methoxyquinoxalin-2(1H)-one). Yield: 16.0%. Reaction SMILES: CO.[O:3]1[C:12]2[CH:11]=[C:10]([CH2:13][NH:14][CH:15]3[CH2:20][CH2:19][N:18]([CH2:21][CH2:22][N:23]4[C:32]5[C:27](=[CH:28][CH:29]=[C:30]([O:33][CH3:34])[CH:31]=5)[N:26]=[CH:25][C:24]4=[O:35])[CH:17]([C:36]([O:38]C)=O)[CH2:16]3)[N:9]=[CH:8][C:7]=2[O:6][CH2:5][CH2:4]1.[OH-].[Na+].Cl>C(OCC)C.CCCCCC.C(OCC)(=O)C.O>[O:3]1[C:12]2[CH:11]=[C:10]([CH2:13][N:14]3[C:36](=[O:38])[CH:17]4[CH2:16][CH:15]3[CH2:20][CH2:19][N:18]4[CH2:21][CH2:22][N:23]3[C:32]4[C:27](=[CH:28][CH:29]=[C:30]([O:33][CH3:34])[CH:31]=4)[N:26]=[CH:25][C:24]3=[O:35])[N:9]=[CH:8][C:7]=2[O:6][CH2:5][CH2:4]1 |f:2.3|. Procedure details: To 5 mL of a methanol solution containing 60 mg of methyl 4-((2,3-dihydro(1,4)dioxino(2,3-c)pyridin-7-ylmethyl)amino)-1-(2-(7-methoxy-2-oxoquinoxalin-1(2H)-yl)ethyl)piperidine-2-carboxylate, 0.2 mL of 20% aqueous sodium hydroxide solution was added at room temperature, and stirred for 1 hour and 10 min. Further, 0.5 mL of 20% aqueous sodium hydroxide solution was added at room temperature, and stirred at the sane temperature for 1 hour and 50 min. The reaction mixture was adjusted to pH 6.2 with...